From a dataset of the Open Reaction Database (ORD), a public repository of structured organic reaction records. describe an organic reaction: reactants, conditions, products, and yield Reactants: CSC(=C1C(N(C2=CC=CC=C2C1=O)NCC1CC1)=O)SC (3-[bis(methylthio)methylene]-1-[(cyclopropylmethyl)amino] quinoline-2,4(1H,3H)-dione), NC=1SC=C(C1S(=O)(=O)N)COCOC (2-amino-4-[(methoxymethoxy)methyl]thiophene-3-sulfonamide). The solvent is O1CCOCC1 (dioxane). Yields the product C1(CC1)CNN1C(C(=C(C2=CC=CC=C12)O)C1=NS(C2=C(N1)SC=C2COCOC)(=O)=O)=O (1-[(cyclopropylmethyl)amino]-4-hydroxy-3-{7-[(methoxymethoxy)methyl]-1,1-dioxido-4H-thieno[2,3-e][1,2,4]thiadiazin-3-yl}quinolin-2(1H)-one). Yield: 52.3%. As a reaction SMILES: CS[C:3](SC)=[C:4]1[C:13](=[O:14])[C:12]2[C:7](=[CH:8][CH:9]=[CH:10][CH:11]=2)[N:6]([NH:15][CH2:16][CH:17]2[CH2:19][CH2:18]2)[C:5]1=[O:20].[NH2:23][C:24]1[S:25][CH:26]=[C:27]([CH2:33][O:34][CH2:35][O:36][CH3:37])[C:28]=1[S:29]([NH2:32])(=[O:31])=[O:30]>O1CCOCC1>[CH:17]1([CH2:16][NH:15][N:6]2[C:7]3[C:12](=[CH:11][CH:10]=[CH:9][CH:8]=3)[C:13]([OH:14])=[C:4]([C:3]3[NH:23][C:24]4[S:25][CH:26]=[C:27]([CH2:33][O:34][CH2:35][O:36][CH3:37])[C:28]=4[S:29](=[O:31])(=[O:30])[N:32]=3)[C:5]2=[O:20])[CH2:18][CH2:19]1. Procedure details: A solution of 3-[bis(methylthio)methylene]-1-[(cyclopropylmethyl)amino] quinoline-2,4(1H,3H)-dione (500.3, 1.5 mmol) and the product of 2-amino-4-[(methoxymethoxy)methyl]thiophene-3-sulfonamide (377.62 mg, 1.5 mmol) in dioxane (15 mL) was stirred at reflux for 1.5 hours and concentrated under reduced pressure. The residue was purified by chromatography on silica gel eluting with 0% to 10% ethyl acetate/dichloromethane to give 1-[(cyclopropylmethyl)amino]-4-hydroxy-3-{7-[(methoxymethoxy)methyl]-1... Starting materials: CCOc1cc(S(=O)(=O)Cl)ccc1C#N, C1CCOC1, C1CCOC1, COC(=O)Cc1c(C)[nH]c2ncccc12, [H-], [Na+], CN(C)C=O. The product is CCOc1cc(S(=O)(=O)n2c(C)c(CC(=O)OC)c3cccnc32)ccc1C#N. As a reaction SMILES: [C:18](#[N:19])[c:20]1[c:21]([O:30][CH2:31][CH3:32])[cH:22][c:23]([S:26](=[O:27])(=[O:28])[Cl:29])[cH:24][cH:25]1.[CH2:33]1[O:34][CH2:35][CH2:36][CH2:37]1.[CH2:38]1[O:39][CH2:40][CH2:41][CH2:42]1.[CH3:3][O:4][C:5]([CH2:6][c:7]1[c:8]([CH3:16])[nH:9][c:10]2[n:11][cH:12][cH:13][cH:14][c:15]12)=[O:17].[H-:1].[Na+:2].[O:43]=[CH:44][N:45]([CH3:46])[CH3:47]>>[CH3:3][O:4][C:5]([CH2:6][c:7]1[c:8]([CH3:16])[n:9]([S:26]([c:23]2[cH:22][c:21]([O:30][CH2:31][CH3:32])[c:20]([C:18]#[N:19])[cH:25][cH:24]2)(=[O:27])=[O:28])[c:10]2[n:11][cH:12][cH:13][cH:14][c:15]12)=[O:17]. Starting materials: O[C@@H]1C(N(CC1)CC#CCN1CCCC1)=O ((S)-3-hydroxy-1-[4-(1-pyrrolidinyl)-2-butynyl]-2-pyrrolidinone), C(C)(=O)OC(C)=O (acetic anhydride). Product: C(C)(=O)OC1C(N(CC1)CC#CCN1CCCC1)=O (3-(Acetyloxy)-1-[4-(1-pyrrolidinyl)-2-butynyl]-2-pyrrolidinone). Reaction SMILES: [OH:1][C@H:2]1[CH2:6][CH2:5][N:4]([CH2:7][C:8]#[C:9][CH2:10][N:11]2[CH2:15][CH2:14][CH2:13][CH2:12]2)[C:3]1=[O:16].[C:17](OC(=O)C)(=[O:19])[CH3:18]>ClCCl>[C:17]([O:1][CH:2]1[CH2:6][CH2:5][N:4]([CH2:7][C:8]#[C:9][CH2:10][N:11]2[CH2:12][CH2:13][CH2:14][CH2:15]2)[C:3]1=[O:16])(=[O:19])[CH3:18]. Procedure details: A solution of 0.4 of (S)-3-hydroxy-1-[4-(1-pyrrolidinyl)-2-butynyl]-2-pyrrolidinone and 1.0 ml of acetic anhydride in 20 ml of dichloromethane was stirred overnight. The solvent was removed in vacuo. The residue was basified with potassium bicarbonate solution and extracted with dichloromethane. The dichloromethane solution was washed with water, dried, concentrated in vacuo and the residue was purified by chromatography (alumina), giving the desired product. Run in ClCCl (dichloromethane). Starting materials: C1(CCCCC1)N (cyclohexylamine), COC1=CC=C(C=C1)N1N=C(C=C1C(=O)O)C (2-(4-Methoxyphenyl)-5-methyl-2H-pyrazole-3-carboxylic acid). The reagents and catalysts are CS(=O)C (DMSO). The solvent is C(Cl)Cl (methylene chloride), C(Cl)Cl (methylene chloride), C(Cl)Cl (methylene chloride). Conditions: time 1 hour. The product is C1(CCCCC1)NC(=O)C=1N(N=C(C1)C)C1=CC=C(C=C1)OC (2-(4-Methoxyphenyl)-5-methyl-2H-pyrazole-3-carboxylic acid cyclohexylamide). The yield is 62.0%. Reaction SMILES: [CH3:1][O:2][C:3]1[CH:8]=[CH:7][C:6]([N:9]2[C:13]([C:14]([OH:16])=O)=[CH:12][C:11]([CH3:17])=[N:10]2)=[CH:5][CH:4]=1.[CH:18]1([NH2:24])[CH2:23][CH2:22][CH2:21][CH2:20][CH2:19]1>C(Cl)Cl.CS(C)=O>[CH:18]1([NH:24][C:14]([C:13]2[N:9]([C:6]3[CH:5]=[CH:4][C:3]([O:2][CH3:1])=[CH:8][CH:7]=3)[N:10]=[C:11]([CH3:17])[CH:12]=2)=[O:16])[CH2:23][CH2:22][CH2:21][CH2:20][CH2:19]1. Procedure details: 2-(4-Methoxyphenyl)-5-methyl-2H-pyrazole-3-carboxylic acid (752 mg, 3.24 mmol) was suspended in methylene chloride (25 mL) and DMSO (3 drops) was added. After the reaction was stirred at room temperature for 1 hour, it was concentrated in vacuo. The residue was diluted twice with methylene chloride (60 mL) and concentrated to dryness. The residue was diluted again with methylene chloride (45 mL), cyclohexylamine (650 μL, 5.68 mmol) was added, and the reaction was stirred at room temperature for ... Starting materials: COC(=O)n1cc(C=O)c(-c2ccc([N+](=O)[O-])o2)n1, CC(=O)O, CO, NN1CCOCC1. Product: COC(=O)n1cc(C=NN2CCOCC2)c(-c2ccc([N+](=O)[O-])o2)n1. RXN SMILES: [CH3:1][O:2][C:3](=[O:4])[n:5]1[n:6][c:7](-[c:12]2[o:13][c:14]([N+:17](=[O:18])[O-:19])[cH:15][cH:16]2)[c:8]([CH:10]=[O:11])[cH:9]1.[CH3:27][C:28](=[O:29])[OH:30].[CH3:31][OH:32].[NH2:20][N:21]1[CH2:22][CH2:23][O:24][CH2:25][CH2:26]1>>[CH3:1][O:2][C:3](=[O:4])[n:5]1[n:6][c:7](-[c:12]2[o:13][c:14]([N+:17](=[O:18])[O-:19])[cH:15][cH:16]2)[c:8]([CH:10]=[N:20][N:21]2[CH2:22][CH2:23][O:24][CH2:25][CH2:26]2)[cH:9]1. Starting materials: CCC(CC)ON(CC(O)C(Cc1ccccc1)NC(=O)OC1COC2OCCC12)S(=O)(=O)c1cccc([N+](=O)[O-])c1, CCO. Product: CCC(CC)ON(CC(O)C(Cc1ccccc1)NC(=O)OC1COC2OCCC12)S(=O)(=O)c1cccc(N)c1. As a reaction SMILES: [CH2:1]([c:2]1[cH:3][cH:4][cH:5][cH:6][cH:7]1)[CH:8]([CH:9]([CH2:10][N:11]([S:12](=[O:13])(=[O:14])[c:15]1[cH:16][c:17]([N+:21]([O-:22])=[O:23])[cH:18][cH:19][cH:20]1)[O:24][CH:25]([CH2:26][CH3:27])[CH2:28][CH3:29])[OH:30])[NH:31][C:32]([O:33][CH:34]1[CH2:35][O:36][CH:37]2[O:38][CH2:39][CH2:40][CH:41]12)=[O:42].[CH3:43][CH2:44][OH:45]>>[CH2:1]([c:2]1[cH:3][cH:4][cH:5][cH:6][cH:7]1)[CH:8]([CH:9]([CH2:10][N:11]([S:12](=[O:13])(=[O:14])[c:15]1[cH:16][c:17]([NH2:21])[cH:18][cH:19][cH:20]1)[O:24][CH:25]([CH2:26][CH3:27])[CH2:28][CH3:29])[OH:30])[NH:31][C:32]([O:33][CH:34]1[CH2:35][O:36][CH:37]2[O:38][CH2:39][CH2:40][CH:41]12)=[O:42].